Dataset: the Open Reaction Database (ORD), a public repository of structured organic reaction records. Task: describe an organic reaction: reactants, conditions, products, and yield Reactants: CS(=O)(=O)OCC(CCCC)CC1CCCCC1 (2-(Cyclohexylmethyl)hexyl methanesulfonate), [C-]#N.[Na+] (sodium cyanide), O (water). The solvent is CN(C=O)C (dimethylformamide), CN(C=O)C (DMF). Run at temperature 80 celsius. Product: C1(CCCCC1)CC(CC#N)CCCC (3-(cyclohexylmethyl)heptanenitrile). RXN SMILES: CS(O[CH2:6][CH:7]([CH2:12][CH:13]1[CH2:18][CH2:17][CH2:16][CH2:15][CH2:14]1)[CH2:8][CH2:9][CH2:10][CH3:11])(=O)=O.[C-:19]#[N:20].[Na+].O>CN(C)C=O>[CH:13]1([CH2:12][CH:7]([CH2:8][CH2:9][CH2:10][CH3:11])[CH2:6][C:19]#[N:20])[CH2:18][CH2:17][CH2:16][CH2:15][CH2:14]1 |f:1.2|. Procedure: 2-(Cyclohexylmethyl)hexyl methanesulfonate (2.0 g) in a few ml of dimethylformamide (DMF) was added to a cooled stirred suspension of anhydrous sodium cyanide (0.53 g) in 5 ml of dry DMF. The mixture was heated overnight at 80° C., poured into water (100 ml) and the product extracted with ether. The combined extracts were washed with water, dried (MgSO4) and evaporated to give 3-(cyclohexylmethyl)heptanenitrile, used directly in the next step. Reactants: NC(=O)CCl, [H-], [Na+], O, Nc1cccc(O)c1. Yields the product NC(=O)COc1cccc(N)c1. As a reaction SMILES: [Cl:11][CH2:12][C:13](=[O:14])[NH2:15].[H-:1].[Na+:2].[OH2:16].[OH:3][c:4]1[cH:5][c:6]([NH2:7])[cH:8][cH:9][cH:10]1>>[O:3]([c:4]1[cH:5][c:6]([NH2:7])[cH:8][cH:9][cH:10]1)[CH2:12][C:13](=[O:14])[NH2:15]. The reactants are magnesium salt, Grignard reagent, aldehyde, magnesium salt, BrC1=CC=C(C=C1)C (4-bromotoluene), Grignard reagent, CCOCC (ether), C(C)(C)OC(C)C (diisopropylether), Grignard reagent, C1(=CC=C(C=C1)C=O)C (para-tolualdehyde), C(C)OCC (diethyl ether). Solvent: O1CCOCC1 (dioxane), O1CCCC1 (tetrahydrofuran), O1CCCC1 (tetrahydrofuran). The product is CC1=CC=C(C(C2=CC=C(C=C2)C)O)C=C1 (4,4'-dimethylbenzhydrol), compound I. Reaction SMILES: Br[C:2]1[CH:7]=[CH:6][C:5]([CH3:8])=[CH:4][CH:3]=1.CCOCC.C(OC(C)C)(C)C.[C:21]1([CH3:29])[CH:26]=[CH:25][C:24]([CH:27]=[O:28])=[CH:23][CH:22]=1>O1CCCC1.O1CCOCC1>[CH3:29][C:21]1[CH:26]=[CH:25][C:24]([CH:27]([OH:28])[C:2]2[CH:7]=[CH:6][C:5]([CH3:8])=[CH:4][CH:3]=2)=[CH:23][CH:22]=1. Procedure: With reference to FIG. 1, the preferred alcohol is synthesized via a Grignard reaction. First, the magnesium salt of 4-bromotoluene, the Grignard reagent, is prepared in an anhydrous non-nucleophilic ether-based solvent. Examples of suitable solvents include, but are not limited to, diethyl ether, diisopropylether, dioxane and tetrahydrofuran. The preferred solvent is tetrahydrofuran. After preparation of the Grignard reagent, para-tolualdehyde was added to the room temperature solution of the m... Starting materials: FC(C1=NC2=C(C=CC=C2C(=C1C)O)C(F)(F)F)(F)F (2,8-bis(trifluoromethyl)-3-methyl-4-quinolinol), P(=O)(Br)(Br)Br (POBr3). Solvent: C1(=CC=CC=C1)C (toluene). Yields the product FC(C1=NC2=C(C=CC=C2C(=C1C)Br)C(F)(F)F)(F)F (2,8-Bis(trifluoromethyl)-4-bromo-3-methylquinoline). Yield: 81.0%. As a reaction SMILES: [F:1][C:2]([F:20])([F:19])[C:3]1[C:12]([CH3:13])=[C:11](O)[C:10]2[C:5](=[C:6]([C:15]([F:18])([F:17])[F:16])[CH:7]=[CH:8][CH:9]=2)[N:4]=1.P(Br)(Br)([Br:23])=O>C1(C)C=CC=CC=1>[F:1][C:2]([F:20])([F:19])[C:3]1[C:12]([CH3:13])=[C:11]([Br:23])[C:10]2[C:5](=[C:6]([C:15]([F:18])([F:17])[F:16])[CH:7]=[CH:8][CH:9]=2)[N:4]=1. Reported procedure: A solution of 2,8-bis(trifluoromethyl)-3-methyl-4-quinolinol (5.9 g, 20 mmol) in toluene (20 mL) was treated with POBr3 (6.0 g, 21 mmol), heated to reflux for 30 min, cooled in ice, quenched with water and extracted with EtOAc (2×50 mL). The combined extracts were dried (MgSO4), concentrated in vacuo and the resulting brown solid purified by flash chromatography [SiO2; heptane] to give the product (5.8 g, 81%) as a white crystalline solid: mp 81.9-82.3° C.; IR νmax (Nujol)/cm−1 2955, 2924, 2854,...